From a dataset of the Open Reaction Database (ORD), a public repository of structured organic reaction records. describe an organic reaction: reactants, conditions, products, and yield The reactants are BrC=1C(=C(C=NC1)N)N (5-bromopyridine-3,4-diamine), C(OCC)(OCC)(OCC)C ((EtO)3CMe). Solvent: CC(=O)O (HOAc). The product is C(C)(=O)O.BrC=1C2=C(C=NC1)N=C(N2)C (7-bromo-2-methyl-1H-imidazo-[4,5-c]pyridine acetate). Yield: 52.0%. As a reaction SMILES: [Br:1][C:2]1[C:3]([NH2:9])=[C:4]([NH2:8])[CH:5]=[N:6][CH:7]=1.[C:10]([CH3:20])(OCC)([O:14]CC)[O:11]CC>CC(O)=O>[C:10]([OH:14])(=[O:11])[CH3:20].[Br:1][C:2]1[C:3]2[NH:9][C:10]([CH3:20])=[N:8][C:4]=2[CH:5]=[N:6][CH:7]=1 |f:3.4|. Procedure details: A mixture of 5-bromopyridine-3,4-diamine (20 g, 107 mmol) and (EtO)3CMe (100 mL) in HOAc (40 mL) was stirred and heated at reflux for 2 h then the EtOH was removed by distillation to afford a solid. The solid was filtered to give 15 g (52%) of 7-bromo-2-methyl-1H-imidazo-[4,5-c]pyridine acetate as a light yellow solid: MS (ESI) m/z: 212 [M+1]+. Reactants: CC=1C=C(C=C(C1)C)O (3,5-dimethylphenol), O (water), BrCC(=O)OCC (ethyl 2-bromoacetate), C(=O)([O-])[O-].[K+].[K+] (K2CO3). Run in CC#N (CH3CN). Reaction conditions: time 8 hour. Product: CC=1C=C(OCC(=O)OCC)C=C(C1)C (Ethyl 2-(3,5-dimethylphenoxy)acetate). RXN SMILES: [CH3:1][C:2]1[CH:3]=[C:4]([OH:9])[CH:5]=[C:6]([CH3:8])[CH:7]=1.Br[CH2:11][C:12]([O:14][CH2:15][CH3:16])=[O:13].C([O-])([O-])=O.[K+].[K+].O>CC#N>[CH3:1][C:2]1[CH:3]=[C:4]([CH:5]=[C:6]([CH3:8])[CH:7]=1)[O:9][CH2:11][C:12]([O:14][CH2:15][CH3:16])=[O:13] |f:2.3.4|. Reported procedure: Referring to FIG. 37, to a solution of 3,5-dimethylphenol (10 g, 82 mmol) in CH3CN (150 mL) were added ethyl 2-bromoacetate (14.9 g, 90 mmol) and K2CO3 (16.9 g, 123 mmol). The reaction mixture was stirred overnight at room temperature. The mixture was poured into water (200 mL) and the resulting mixture was extracted with ethyl acetate (150 mL×2). The combined extracts were washed with brine, dried over anhydrous Na2SO4 and concentrated under reduced pressure to give product as a yellow oil, whi... Starting materials: Cc1cc(C)c(CNC(=O)c2cc(Br)cc(N(C)C3CCCCC3)c2C)c(=O)[nH]1, O=C([O-])[O-], [Na+], [Na+], OB(O)c1ccc(CN2CCOCC2)cc1, C1COCCO1, O, O. The product is Cc1cc(C)c(CNC(=O)c2cc(-c3ccc(CN4CCOCC4)cc3)cc(N(C)C3CCCCC3)c2C)c(=O)[nH]1. Reaction SMILES: [Br:1][c:2]1[cH:3][c:4]([N:22]([CH3:23])[CH:24]2[CH2:25][CH2:26][CH2:27][CH2:28][CH2:29]2)[c:5]([CH3:21])[c:6]([C:7](=[O:8])[NH:9][CH2:10][c:11]2[c:12](=[O:19])[nH:13][c:14]([CH3:18])[cH:15][c:16]2[CH3:17])[cH:20]1.[C:46](=[O:47])([O-:48])[O-:49].[Na+:50].[Na+:51].[O:30]1[CH2:31][CH2:32][N:33]([CH2:36][c:37]2[cH:38][cH:39][c:40]([B:43]([OH:44])[OH:45])[cH:41][cH:42]2)[CH2:34][CH2:35]1.[O:53]1[CH2:54][CH2:55][O:56][CH2:57][CH2:58]1.[OH2:52].[OH2:59]>>[c:2]1(-[c:40]2[cH:39][cH:38][c:37]([CH2:36][N:33]3[CH2:32][CH2:31][O:30][CH2:35][CH2:34]3)[cH:42][cH:41]2)[cH:3][c:4]([N:22]([CH3:23])[CH:24]2[CH2:25][CH2:26][CH2:27][CH2:28][CH2:29]2)[c:5]([CH3:21])[c:6]([C:7](=[O:8])[NH:9][CH2:10][c:11]2[c:12](=[O:19])[nH:13][c:14]([CH3:18])[cH:15][c:16]2[CH3:17])[cH:20]1. The reactants are C(C1=CC=CC=C1)Br (benzyl bromide), N1N=C(C=C1)C=O (1H-pyrazole-3-carboxaldehyde), C([O-])([O-])=O.[K+].[K+] (potassium carbonate). The solvent is CN(C=O)C (N,N-dimethylformamide). Reaction conditions: time 24 hour. Product: C(C1=CC=CC=C1)N1N=C(C=C1)C=O (1-Benzyl-1H-pyrazole-3-carbaldehyde). Isolated yield 61.9%. RXN SMILES: [CH2:1](Br)[C:2]1[CH:7]=[CH:6][CH:5]=[CH:4][CH:3]=1.[NH:9]1[CH:13]=[CH:12][C:11]([CH:14]=[O:15])=[N:10]1.C(=O)([O-])[O-].[K+].[K+]>CN(C)C=O>[CH2:1]([N:9]1[CH:13]=[CH:12][C:11]([CH:14]=[O:15])=[N:10]1)[C:2]1[CH:7]=[CH:6][CH:5]=[CH:4][CH:3]=1 |f:2.3.4|. Procedure details: To a solution of benzyl bromide (0.29 g) in N,N-dimethylformamide (9 ml) was added 1H-pyrazole-3-carboxaldehyde (0.15 g) and potassium carbonate (0.24 g). The mixture was stirred at room temperature for 24 hours, silica gel was added, the solvent removed by evaporation and the crude material purified by chromatography (isohexane:ether, 2:1) to give the product as an oil (0.18 g). The reactants are OC=1C=C(C(=O)O)C=CC1[N+](=O)[O-] (3-Hydroxy-4-nitrobenzoic acid), C([O-])([O-])=O.[K+].[K+] (potassium carbonate), C(CCCC)Br (pentyl bromide). Run in CN(C)C=O (DMF). Reaction conditions: temperature 100 celsius, time 1.5 hour. Yields the product NC1=C(C=C(C(=O)OCCCCC)C=C1)OCCCCC (pentyl 4-amino-3-pentyloxybenzoate). The yield is 142.3%. RXN SMILES: [OH:1][C:2]1[CH:3]=[C:4]([CH:8]=[CH:9][C:10]=1[N+:11]([O-])=O)[C:5]([OH:7])=[O:6].C(=O)([O-])[O-].[K+].[K+].[CH2:20](Br)[CH2:21][CH2:22][CH2:23][CH3:24]>CN(C=O)C>[NH2:11][C:10]1[CH:9]=[CH:8][C:4]([C:5]([O:7][CH2:20][CH2:21][CH2:22][CH2:23][CH3:24])=[O:6])=[CH:3][C:2]=1[O:1][CH2:9][CH2:10][CH2:2][CH2:3][CH3:4] |f:1.2.3|. Procedure details: 3-Hydroxy-4-nitrobenzoic acid (5 g, 27.4 mmol), DMF (40 ml), potassium carbonate (13.8 g, 100 mmol) and pentyl bromide (8.7 ml, 70 mmol) were mixed, and this solution was stirred at 100° C. for 1.5 hours. The reaction mixture was filtered to remove the inorganic salt, and DMF was evaporated under reduced pressure. Ethyl acetate (100 ml) was added to the obtained residue, and the mixture was washed 3 times with saturated brine (30 ml) and dried over anhydrous magnesium sulfate. The drying agent w... Starting materials: CCOC(=O)c1ccc(Cl)nc1N, CN1CCCC1=O, C[Sn](C)(C)C, O, c1ccc(P(c2ccccc2)(c2ccccc2)[Pd](P(c2ccccc2)(c2ccccc2)c2ccccc2)(P(c2ccccc2)(c2ccccc2)c2ccccc2)P(c2ccccc2)(c2ccccc2)c2ccccc2)cc1. Product: CCOC(=O)c1ccc(C)nc1N. Reaction SMILES: [CH2:8]([CH3:9])[O:10][C:11]([c:12]1[c:13]([NH2:19])[n:14][c:15]([Cl:18])[cH:16][cH:17]1)=[O:20].[CH3:1][N:2]1[CH2:3][CH2:4][CH2:5][C:6]1=[O:7].[CH3:21][Sn:22]([CH3:23])([CH3:24])[CH3:25].[OH2:103].[cH:26]1[cH:27][cH:28][c:29]([P:30]([Pd:31]([P:32]([c:33]2[cH:34][cH:35][cH:36][cH:37][cH:38]2)([c:39]2[cH:40][cH:41][cH:42][cH:43][cH:44]2)[c:45]2[cH:46][cH:47][cH:48][cH:49][cH:50]2)([P:51]([c:52]2[cH:53][cH:54][cH:55][cH:56][cH:57]2)([c:58]2[cH:59][cH:60][cH:61][cH:62][cH:63]2)[c:64]2[cH:65][cH:66][cH:67][cH:68][cH:69]2)[P:70]([c:71]2[cH:72][cH:73][cH:74][cH:75][cH:76]2)([c:77]2[cH:78][cH:79][cH:80][cH:81][cH:82]2)[c:83]2[cH:84][cH:85][cH:86][cH:87][cH:88]2)([c:89]2[cH:90][cH:91][cH:92][cH:93][cH:94]2)[c:95]2[cH:96][cH:97][cH:98][cH:99][cH:100]2)[cH:101][cH:102]1>>[CH3:1][c:15]1[n:14][c:13]([NH2:19])[c:12]([C:11]([O:10][CH2:8][CH3:9])=[O:20])[cH:17][cH:16]1. The reactants are COC(=O)c1ccc(CN)cc1, COC(=O)c1ccc(CN)cc1, O=C(N1CCc2ccc(Cl)c(OS(=O)(=O)C(F)(F)F)c2CC1)C(F)(F)F, Cl, [K+], [K+], O=C([O-])[O-], O, Cc1ccccc1. Yields the product COC(=O)c1ccc(CNc2c(Cl)ccc3c2CCN(C(=O)C(F)(F)F)CC3)cc1. RXN SMILES: [CH3:2][O:3][C:4]([c:5]1[cH:6][cH:7][c:8]([CH2:11][NH2:12])[cH:9][cH:10]1)=[O:13].[CH3:46][O:47][C:48](=[O:49])[c:50]1[cH:51][cH:52][c:53]([CH2:54][NH2:55])[cH:56][cH:57]1.[Cl:20][c:21]1[c:22]([O:38][S:39]([C:40]([F:41])([F:42])[F:43])(=[O:44])=[O:45])[c:23]2[c:24]([cH:36][cH:37]1)[CH2:25][CH2:26][N:27]([C:30]([C:31]([F:32])([F:33])[F:34])=[O:35])[CH2:28][CH2:29]2.[ClH:1].[K+:14].[K+:15].[O-:16][C:17]([O-:18])=[O:19].[OH2:58].[c:59]1([CH3:60])[cH:61][cH:62][cH:63][cH:64][cH:65]1>>[CH3:2][O:3][C:4]([c:5]1[cH:6][cH:7][c:8]([CH2:11][NH:12][c:22]2[c:21]([Cl:20])[cH:37][cH:36][c:24]3[c:23]2[CH2:29][CH2:28][N:27]([C:30]([C:31]([F:32])([F:33])[F:34])=[O:35])[CH2:26][CH2:25]3)[cH:9][cH:10]1)=[O:13]. The reactants are CCOP(=S)(OCC)S (O,O-diethyldithiophosphoric acid), BrC=1C=C(C=CC1)C(C=CC(=O)O)=O (4-(3-bromophenyl)-4-oxo-2-butenoic acid). Run in CC(=O)C (acetone). Conditions: time 8 hour. The product is BrC=1C=C(C=CC1)C(C=C(C(=O)O)SP(=S)(OCC)OCC)=O (4-(3-bromophenyl)-2-diethoxyphosphinothioylthio-4-oxobutenoic acid). Isolated yield 70.1%. RXN SMILES: [CH3:1][CH2:2][O:3][P:4]([SH:9])([O:6][CH2:7][CH3:8])=[S:5].[Br:10][C:11]1[CH:12]=[C:13]([C:17](=[O:23])[CH:18]=[CH:19][C:20]([OH:22])=[O:21])[CH:14]=[CH:15][CH:16]=1>CC(C)=O>[Br:10][C:11]1[CH:12]=[C:13]([C:17](=[O:23])[CH:18]=[C:19]([S:5][P:4]([O:6][CH2:7][CH3:8])([O:3][CH2:2][CH3:1])=[S:9])[C:20]([OH:22])=[O:21])[CH:14]=[CH:15][CH:16]=1. Reported procedure: 1.12 g (0.006 mole) of O,O-diethyldithiophosphoric acid were added dropwise to a solution of 1.28 g (0.005 mole) of 4-(3-bromophenyl)-4-oxo-2-butenoic acid in 20 ml of acetone, and then the mixture was stirred overnight at room temperature. At the end of this time, the solvent was distilled off and the residue was extracted with diethyl ether. The extract was washed with water and dried over anhydrous sodium sulphate, after which the solvent was distilled off. The residue was subjected to column...